From a dataset of the Open Reaction Database (ORD), a public repository of structured organic reaction records. describe an organic reaction: reactants, conditions, products, and yield The reactants are C(C)(=O)OC(C)=O (acetic anhydride), S(O)(O)(=O)=O (sulfuric acid), C(C)(=O)OC(C)=O (acetic anhydride), [N+](=O)([O-])C(C(CCC1=CC=CC=C1)O)C (4-Nitro-1-phenyl-pentan-3-ol). Solvent: C(Cl)Cl (CH2Cl2). The product is [N+](=O)([O-])C(C(CCC1=CC=CC=C1)OC(C)=O)C (Acetic acid 2-nitro-1-phenethylpropyl ester). RXN SMILES: [N+:1]([CH:4]([CH3:15])[CH:5]([OH:14])[CH2:6][CH2:7][C:8]1[CH:13]=[CH:12][CH:11]=[CH:10][CH:9]=1)([O-:3])=[O:2].S(=O)(=O)(O)O.[C:21](OC(=O)C)(=[O:23])[CH3:22]>C(Cl)Cl>[N+:1]([CH:4]([CH3:15])[CH:5]([O:14][C:21](=[O:23])[CH3:22])[CH2:6][CH2:7][C:8]1[CH:13]=[CH:12][CH:11]=[CH:10][CH:9]=1)([O-:3])=[O:2]. Reported procedure: Crude 4-Nitro-1-phenyl-pentan-3-ol (179) from above was dissolved in CH2Cl2 (60 mL) and cooled in an ice bath under nitrogen. Concentrated sulfuric acid (0.76 mL, 14.2 mmol) then acetic anhydride (13.83 mL, 146.2 mmol) were added slowly, and the reaction was allowed to warm to room temperature, and was stirred until judged complete by HPLC (3 h, 40 min). (Note: The reaction turned black soon after the addition of the acetic anhydride). The reaction was quenched by pouring slowly into water, then... Reactants: C(=O)([O-])[O-].[K+].[K+] (K2CO3), ClCCCBr (1-chloro-3-bromopropane), Cl.C1NCC2C1CCC2 (octahydrocyclopenta[c]pyrrole hydrochloride). Solvent: CC(=O)C (acetone). Yields the product ClCCCN1CC2C(C1)CCC2 (2-(3-chloropropyl)octahydrocyclopenta[c]pyrrole). The yield is 48.1%. As a reaction SMILES: Cl.[CH2:2]1[CH:6]2[CH2:7][CH2:8][CH2:9][CH:5]2[CH2:4][NH:3]1.C([O-])([O-])=O.[K+].[K+].[Cl:16][CH2:17][CH2:18][CH2:19]Br>CC(C)=O>[Cl:16][CH2:17][CH2:18][CH2:19][N:3]1[CH2:4][CH:5]2[CH2:9][CH2:8][CH2:7][CH:6]2[CH2:2]1 |f:0.1,2.3.4|. Procedure: To a suspension of octahydrocyclopenta[c]pyrrole hydrochloride (5.00 g, 33.86 mmol) in acetone (150 mL) was added K2CO3 (35.68 g, 101.59 mmol) and 1-chloro-3-bromopropane (10.56 g, 67.72 mmol) in turn. The reaction mixture was heated to reflux for 12 h under N2. The solvent was removed, and the residue was treated with 200 mL of EtOAc. The mixture was washed with water followed by brine. The mixture was dried over anhydrous Na2SO4 and concentrated in vacuo. The residue was chromatographed with a... Reactants: C1CNCCN1, Cc1ccccc1, O, ClCCN1CCC(=C(c2ccccc2)c2ccccc2)CC1. The product is c1ccc(C(=C2CCN(CCN3CCNCC3)CC2)c2ccccc2)cc1. As a reaction SMILES: [CH2:23]1[CH2:24][NH:25][CH2:26][CH2:27][NH:28]1.[CH3:29][c:30]1[cH:31][cH:32][cH:33][cH:34][cH:35]1.[OH2:36].[c:1]1([C:7](=[C:8]2[CH2:9][CH2:10][N:11]([CH2:14][CH2:15][Cl:16])[CH2:12][CH2:13]2)[c:17]2[cH:18][cH:19][cH:20][cH:21][cH:22]2)[cH:2][cH:3][cH:4][cH:5][cH:6]1>>[c:1]1([C:7](=[C:8]2[CH2:9][CH2:10][N:11]([CH2:14][CH2:15][N:25]3[CH2:24][CH2:23][NH:28][CH2:27][CH2:26]3)[CH2:12][CH2:13]2)[c:17]2[cH:18][cH:19][cH:20][cH:21][cH:22]2)[cH:2][cH:3][cH:4][cH:5][cH:6]1. The reactants are [OH-].[Na+] (sodium hydroxide), BrC=1C=C(C=CC1)NC(CC1=CC=CC=C1)=O (N-(3-bromophenyl)-2-phenylacetamide), Cl (hydrochloric acid). Product: BrC=1C=C(NCCC2=CC=CC=C2)C=CC1 (3-Bromo-N-(2-phenylethyl)aniline). Run at time 20 minute. The solvent is O1CCCC1 (tetrahydrofuran). The yield is 88.8%. As a reaction SMILES: [Br:1][C:2]1[CH:3]=[C:4]([NH:8][C:9](=O)[CH2:10][C:11]2[CH:16]=[CH:15][CH:14]=[CH:13][CH:12]=2)[CH:5]=[CH:6][CH:7]=1.[OH-].[Na+].Cl>O1CCCC1>[Br:1][C:2]1[CH:3]=[C:4]([CH:5]=[CH:6][CH:7]=1)[NH:8][CH2:9][CH2:10][C:11]1[CH:16]=[CH:15][CH:14]=[CH:13][CH:12]=1 |f:1.2|. Reported procedure: To a solution of crude N-(3-bromophenyl)-2-phenylacetamide (3.02 g, 10.4 mmol) in dry tetrahydrofuran (25 mL) was added 1.0 N borane-tetrahydrofuran complex (1:1. 26 mL, 26.12 mmol) from an addition funnel at 0° C. The reaction was refluxed under nitrogen overnight. Reaction mixture was cooled to room temperature, treated with 2.0 N aqueous sodium hydroxide (30 mL) and then stirred for 20 min. The reaction was then cooled again at 0° C. and neutralized with 2.0 N aqueous hydrochloric acid (60 mL...